Dataset: the Open Reaction Database (ORD), a public repository of structured organic reaction records. Task: describe an organic reaction: reactants, conditions, products, and yield Reactants: BrC1CCCCCC1, O=C1NCc2ccc(N3CCN(CCC(c4ccccc4)c4ccccc4)CC3)cc21. Product: O=C1c2cc(N3CCN(CCC(c4ccccc4)c4ccccc4)CC3)ccc2CN1C1CCCCCC1. As a reaction SMILES: [CH:32]1([Br:39])[CH2:33][CH2:34][CH2:35][CH2:36][CH2:37][CH2:38]1.[c:1]1([CH:7]([CH2:8][CH2:9][N:10]2[CH2:11][CH2:12][N:13]([c:16]3[cH:17][cH:18][c:19]4[c:23]([cH:24]3)[C:22](=[O:25])[NH:21][CH2:20]4)[CH2:14][CH2:15]2)[c:26]2[cH:27][cH:28][cH:29][cH:30][cH:31]2)[cH:2][cH:3][cH:4][cH:5][cH:6]1>>[c:1]1([CH:7]([CH2:8][CH2:9][N:10]2[CH2:11][CH2:12][N:13]([c:16]3[cH:17][cH:18][c:19]4[c:23]([cH:24]3)[C:22](=[O:25])[N:21]([CH:32]3[CH2:33][CH2:34][CH2:35][CH2:36][CH2:37][CH2:38]3)[CH2:20]4)[CH2:14][CH2:15]2)[c:26]2[cH:27][cH:28][cH:29][cH:30][cH:31]2)[cH:2][cH:3][cH:4][cH:5][cH:6]1. Reactants: BrC(Br)(Br)Br, ClCCl, OCCOc1ccc(OCc2ccc(-c3ccccc3)cc2)cc1, c1ccc(P(c2ccccc2)c2ccccc2)cc1. Product: BrCCOc1ccc(OCc2ccc(-c3ccccc3)cc2)cc1. Reaction SMILES: [Br:25][C:26]([Br:27])([Br:28])[Br:29].[Cl:49][CH2:50][Cl:51].[c:1]1(-[c:19]2[cH:20][cH:21][cH:22][cH:23][cH:24]2)[cH:2][cH:3][c:4]([CH2:7][O:8][c:9]2[cH:10][cH:11][c:12]([O:13][CH2:14][CH2:15][OH:16])[cH:17][cH:18]2)[cH:5][cH:6]1.[c:30]1([P:31]([c:32]2[cH:33][cH:34][cH:35][cH:36][cH:37]2)[c:38]2[cH:39][cH:40][cH:41][cH:42][cH:43]2)[cH:44][cH:45][cH:46][cH:47][cH:48]1>>[c:1]1(-[c:19]2[cH:20][cH:21][cH:22][cH:23][cH:24]2)[cH:2][cH:3][c:4]([CH2:7][O:8][c:9]2[cH:10][cH:11][c:12]([O:13][CH2:14][CH2:15][Br:25])[cH:17][cH:18]2)[cH:5][cH:6]1.